Dataset: the Open Reaction Database (ORD), a public repository of structured organic reaction records. Task: describe an organic reaction: reactants, conditions, products, and yield The reactants are BrCc1ccccc1, C=C(NC(C)=O)C(=O)O, CN(C)C=O, [K+], [K+], O=C([O-])[O-]. Yields the product C=C(NC(C)=O)C(=O)OCc1ccccc1. RXN SMILES: [Br:16][CH2:17][c:18]1[cH:19][cH:20][cH:21][cH:22][cH:23]1.[C:1]([CH3:2])(=[O:3])[NH:4][C:5]([C:6](=[O:7])[OH:8])=[CH2:9].[CH3:24][N:25]([CH3:26])[CH:27]=[O:28].[K+:10].[K+:11].[O-:12][C:13]([O-:14])=[O:15]>>[C:1]([CH3:2])(=[O:3])[NH:4][C:5]([C:6](=[O:7])[O:8][CH2:17][c:18]1[cH:19][cH:20][cH:21][cH:22][cH:23]1)=[CH2:9]. Reactants: O=S(=O)(Cl)c1cccnc1Cl, O=C1N(c2ccc(OC(F)(F)F)cc2)CCC12CCNCC2O. Product: O=C1N(c2ccc(OC(F)(F)F)cc2)CCC12CCN(S(=O)(=O)c1cccnc1Cl)CC2O. As a reaction SMILES: [Cl:24][c:25]1[n:26][cH:27][cH:28][cH:29][c:30]1[S:31](=[O:32])(=[O:33])[Cl:34].[OH:1][CH:2]1[C:3]2([CH2:4][CH2:5][N:6]([c:9]3[cH:10][cH:11][c:12]([O:15][C:16]([F:17])([F:18])[F:19])[cH:13][cH:14]3)[C:7]2=[O:8])[CH2:20][CH2:21][NH:22][CH2:23]1>>[OH:1][CH:2]1[C:3]2([CH2:4][CH2:5][N:6]([c:9]3[cH:10][cH:11][c:12]([O:15][C:16]([F:17])([F:18])[F:19])[cH:13][cH:14]3)[C:7]2=[O:8])[CH2:20][CH2:21][N:22]([S:31]([c:30]2[c:25]([Cl:24])[n:26][cH:27][cH:28][cH:29]2)(=[O:32])=[O:33])[CH2:23]1. Yields the product Cl, Cc1cc(Nc2ccc(CC(=O)O)cc2)c(C)c(C)c1O. RXN SMILES: [CH3:1][O:2][C:3](=[O:4])[CH2:5][c:6]1[cH:7][cH:8][c:9]([NH:12][c:13]2[c:14]([CH3:22])[c:15]([CH3:21])[c:16]([OH:20])[c:17]([CH3:19])[cH:18]2)[cH:10][cH:11]1.[CH3:24][C:25](=[O:26])[OH:27].[ClH:23]>>[ClH:23].[O:2]=[C:3]([OH:4])[CH2:5][c:6]1[cH:7][cH:8][c:9]([NH:12][c:13]2[c:14]([CH3:22])[c:15]([CH3:21])[c:16]([OH:20])[c:17]([CH3:19])[cH:18]2)[cH:10][cH:11]1. Reactants: COC(=O)Cc1ccc(Nc2cc(C)c(O)c(C)c2C)cc1, CC(=O)O, Cl.